From a dataset of the Open Reaction Database (ORD), a public repository of structured organic reaction records. describe an organic reaction: reactants, conditions, products, and yield The reactants are BrC1=C(C=C(C=C1)OC)OCC1=CC=CC=C1 (1-bromo4-methoxy-2-(phenylmethoxy)benzene), [Mg] (Magnesium), B(OC)(OC)OC (B(OMe)3). Reagents/catalysts: BrCCBr (1,2-dibromoethane). Run in C1CCOC1 (THF). Run at temperature -78 celsius, time 1.5 hour. Product: COC1=CC(=C(C=C1)B(O)O)OCC1=CC=CC=C1 ([4-methoxy-2(phenylmethoxy)phenyl]boronic acid). Isolated yield 84.3%. As a reaction SMILES: Br[C:2]1[CH:7]=[CH:6][C:5]([O:8][CH3:9])=[CH:4][C:3]=1[O:10][CH2:11][C:12]1[CH:17]=[CH:16][CH:15]=[CH:14][CH:13]=1.[Mg].[B:19](OC)([O:22]C)[O:20]C>BrCCBr.C1COCC1>[CH3:9][O:8][C:5]1[CH:6]=[CH:7][C:2]([B:19]([OH:22])[OH:20])=[C:3]([O:10][CH2:11][C:12]2[CH:17]=[CH:16][CH:15]=[CH:14][CH:13]=2)[CH:4]=1. Procedure details: A 2 L three-necked flask equipped with thermometer, reflux condenser and mechanical stirrer was charged with 1-bromo4-methoxy-2-(phenylmethoxy)benzene (43.0 g, 0.147 mol), anhydrous THF (600 mL) under nitrogen. Magnesium turnings (4.2 g, 0.17 mol) and 1,2-dibromoethane (0.5 mL, 6 mmol) was then added and the mixture heated to reflux. After 1.5 h, the reaction was cooled to −78° C. and B(OMe)3 (33.4 mL, 0.294 mol) added dropwise while maintaining an internal temperature below −60° C. Upon complet... Starting materials: O=C([O-])CBr, CC(C)(C)O, CC(C)=O, Cl, [K+], [Na+], [OH-], O, OCCCOc1cc(-c2ccccc2)cc(-c2ccccc2)n1. Product: [Na+], O=C([O-])COCCCOc1cc(-c2ccccc2)cc(-c2ccccc2)n1. Reaction SMILES: [Br:24][CH2:25][C:26](=[O:27])[O-:28].[CH3:33][C:34]([OH:35])([CH3:36])[CH3:37].[CH3:39][C:40](=[O:41])[CH3:42].[ClH:30].[K+:29].[Na+:32].[OH-:31].[OH2:38].[c:1]1(-[c:7]2[cH:8][c:9]([O:19][CH2:20][CH2:21][CH2:22][OH:23])[n:10][c:11](-[c:13]3[cH:14][cH:15][cH:16][cH:17][cH:18]3)[cH:12]2)[cH:2][cH:3][cH:4][cH:5][cH:6]1>>[Na+:32].[c:1]1(-[c:7]2[cH:8][c:9]([O:19][CH2:20][CH2:21][CH2:22][O:23][CH2:25][C:26](=[O:27])[O-:28])[n:10][c:11](-[c:13]3[cH:14][cH:15][cH:16][cH:17][cH:18]3)[cH:12]2)[cH:2][cH:3][cH:4][cH:5][cH:6]1.